This data is from the Open Reaction Database (ORD), a public repository of structured organic reaction records. The task is: describe an organic reaction: reactants, conditions, products, and yield Procedure: The product in Example 64e, 3,5-diamino-2,4,6-triiodo-(2,3-diacetoxypropyl)benzene was acylated using acetoxyacetyl chloride according to the general procedure in Example 24i. After chromatography on silica gel using methylene chloride/acetonitrile (3/1) as the eluent the product was isolated in 64% yield. Run in C(Cl)Cl.C(C)#N (methylene chloride acetonitrile). Reaction SMILES: [NH2:1][C:2]1[C:3]([I:22])=[C:4]([CH2:11][CH:12]([O:18][C:19](=[O:21])[CH3:20])[CH2:13][O:14][C:15](=[O:17])[CH3:16])[C:5]([I:10])=[C:6]([NH2:9])[C:7]=1[I:8].[C:23]([O:26][CH2:27][C:28](Cl)=[O:29])(=[O:25])[CH3:24]>C(Cl)Cl.C(#N)C>[C:23]([O:26][CH2:27][C:28]([NH:9][C:6]1[C:5]([I:10])=[C:4]([CH2:11][CH:12]([O:18][C:19](=[O:21])[CH3:20])[CH2:13][O:14][C:15](=[O:17])[CH3:16])[C:3]([I:22])=[C:2]([NH:1][C:12](=[O:18])[CH2:13][O:14][C:15](=[O:17])[CH3:16])[C:7]=1[I:8])=[O:29])(=[O:25])[CH3:24] |f:2.3|. Reactants: NC=1C(=C(C(=C(C1I)N)I)CC(COC(C)=O)OC(C)=O)I (3,5-diamino-2,4,6-triiodo-(2,3-diacetoxypropyl)benzene), C(C)(=O)OCC(=O)Cl (acetoxyacetyl chloride). Product: C(C)(=O)OCC(=O)NC=1C(=C(C(=C(C1I)NC(COC(C)=O)=O)I)CC(COC(C)=O)OC(C)=O)I (3.5-Bis-(Acetoxyacetamido)-2,4,6-triiodo-(2,3-diacetoxypropyl)benzene). The yield is 64.0%.